Dataset: the Open Reaction Database (ORD), a public repository of structured organic reaction records. Task: describe an organic reaction: reactants, conditions, products, and yield The reactants are C=CCCCC(=O)Cl, C=CCCCN(C)C(=O)NC(C(=O)O)C(C)(C)C. Product: C=CCCCCN(C)C(=O)NC(C(=O)O)C(C)(C)C. As a reaction SMILES: [C:19]([Cl:20])(=[O:21])[CH2:22][CH2:23][CH2:24][CH:25]=[CH2:26].[CH3:1][C:2]([CH:3]([NH:4][C:5](=[O:6])[N:7]([CH2:8][CH2:9][CH2:10][CH:11]=[CH2:12])[CH3:13])[C:14](=[O:15])[OH:16])([CH3:17])[CH3:18]>>[CH3:1][C:2]([CH:3]([NH:4][C:5](=[O:6])[N:7]([CH2:8][CH2:9][CH2:10][CH2:11][CH:12]=[CH2:19])[CH3:13])[C:14](=[O:15])[OH:16])([CH3:17])[CH3:18]. The reactants are Cc1cnccn1, O=CC(Cl)(Cl)Cl, [OH-], CC(C(=O)O)c1cnccn1. The product is O=C(O)C=Cc1cnccn1. As a reaction SMILES: [CH3:12][c:13]1[n:14][cH:15][cH:16][n:17][cH:18]1.[Cl:19][C:20]([Cl:21])([Cl:22])[CH:23]=[O:24].[OH-:25].[n:1]1[cH:2][cH:3][n:4][cH:5][c:6]1[CH:7]([C:8](=[O:9])[OH:10])[CH3:11]>>[CH:7]([C:8](=[O:9])[OH:10])=[CH:12][c:13]1[n:14][cH:15][cH:16][n:17][cH:18]1. The solvent is O (water). Yield: 33.1%. Reagents/catalysts: Cl[Pd]([P](C1=CC=CC=C1)(C2=CC=CC=C2)C3=CC=CC=C3)([P](C4=CC=CC=C4)(C5=CC=CC=C5)C6=CC=CC=C6)Cl (dichlorobis(triphenylphosphine)-palladium(II)). Yields the product N[C@H](C(=O)O)CC1=CC=C(C=C1)C1=NC(=NC(=C1)OC(C(F)(F)F)C1=C(C=CC=C1)C=1OC(=CC1)CN(C)C)N ((S)-2-amino-3-[4-{2-amino-6-{1-[2-(5-dimethylaminomethyl-furan-2-yl)-phenyl]-2,2,2-trifluoro-ethoxy}-pyrimidin-4-yl)-phenyl]-propionic acid). Reaction conditions: temperature 150 celsius. Starting materials: C([O-])([O-])=O.[Na+].[Na+] (sodium carbonate), ClC1=NC(=NC(=C1)OC(C(F)(F)F)C1=C(C=CC=C1)C=1OC(=CC1)CN(C)C)N (4-chloro-6-{1-[2-(5-dimethylaminomethyl-furan-2-yl)-phenyl]2,2,2-trifluoro-ethoxy}-pyrimidin-2-ylamine), B(O)(O)C1=CC=C(C[C@H](N)C(=O)O)C=C1 (4-borono-L-phenylalanine), C(C)#N (actonitrile). RXN SMILES: Cl[C:2]1[CH:7]=[C:6]([O:8][CH:9]([C:14]2[CH:19]=[CH:18][CH:17]=[CH:16][C:15]=2[C:20]2[O:21][C:22]([CH2:25][N:26]([CH3:28])[CH3:27])=[CH:23][CH:24]=2)[C:10]([F:13])([F:12])[F:11])[N:5]=[C:4]([NH2:29])[N:3]=1.B([C:33]1[CH:44]=[CH:43][C:36]([CH2:37][C@@H:38]([C:40]([OH:42])=[O:41])[NH2:39])=[CH:35][CH:34]=1)(O)O.C(#N)C.C(=O)([O-])[O-].[Na+].[Na+]>Cl[Pd](Cl)([P](C1C=CC=CC=1)(C1C=CC=CC=1)C1C=CC=CC=1)[P](C1C=CC=CC=1)(C1C=CC=CC=1)C1C=CC=CC=1.O>[NH2:39][C@@H:38]([CH2:37][C:36]1[CH:43]=[CH:44][C:33]([C:2]2[CH:7]=[C:6]([O:8][CH:9]([C:14]3[CH:19]=[CH:18][CH:17]=[CH:16][C:15]=3[C:20]3[O:21][C:22]([CH2:25][N:26]([CH3:28])[CH3:27])=[CH:23][CH:24]=3)[C:10]([F:13])([F:12])[F:11])[N:5]=[C:4]([NH2:29])[N:3]=2)=[CH:34][CH:35]=1)[C:40]([OH:42])=[O:41] |f:3.4.5,^1:56,75|. Reported procedure: In a microwave vial, 4-chloro-6-{1-[2-(5-dimethylaminomethyl-furan-2-yl)-phenyl]2,2,2-trifluoro-ethoxy}-pyrimidin-2-ylamine (37 mg, 0.087 mmol), 4-borono-L-phenylalanine (22 mg, 0.10 mmol), 1 ml of actonitrile and 0.7 ml of water were mixed. Then, 0.3 ml of 1N aqueous sodium carbonate was added, followed by 5 mole percent of dichlorobis(triphenylphosphine)-palladium(II). The reaction vessel was sealed and heated at 150° C. for 5 minutes with microwave irradiation. After cooling, the reaction mix...